describe an organic reaction: reactants, conditions, products, and yield From a dataset of the Open Reaction Database (ORD), a public repository of structured organic reaction records. The reactants are NC1CCN(CC1)C(=O)N1C(=N[C@@]([C@@]1(C)C1=CC=C(C=C1)Cl)(C)C1=CC=C(C=C1)Cl)C=1C=NC(=CC1OCC)C(C)(C)C ((4-Amino-piperidin-1-yl)-[(4S,5R)-2-(6-tert-butyl-4-ethoxy-pyridin-3-yl)-4,5-bis-(4-chloro-phenyl)-4,5-dimethyl-4,5-dihydro-imidazol-1-yl]-methanone), C(=O)(Cl)Cl (phosgene), N1CCCC1 (pyrrolidine). Product: C(C)(C)(C)C1=CC(=C(C=N1)C=1N([C@]([C@](N1)(C)C1=CC=C(C=C1)Cl)(C)C1=CC=C(C=C1)Cl)C(=O)N1CCC(CC1)NC(=O)N1CCCC1)OCC (Pyrrolidine-1-carboxylic acid {1-[(4S,5R)-2-(6-tert-butyl-4-ethoxy-pyridin-3-yl)-4,5-bis-(4-chloro-phenyl)-4,5-dimethyl-4,5-dihydro-imidazole-1-carbonyl]-piperidin-4-yl}-amide). Reaction SMILES: [NH2:1][CH:2]1[CH2:7][CH2:6][N:5]([C:8]([N:10]2[C@@:14]([C:16]3[CH:21]=[CH:20][C:19]([Cl:22])=[CH:18][CH:17]=3)([CH3:15])[C@@:13]([C:24]3[CH:29]=[CH:28][C:27]([Cl:30])=[CH:26][CH:25]=3)([CH3:23])[N:12]=[C:11]2[C:31]2[CH:32]=[N:33][C:34]([C:40]([CH3:43])([CH3:42])[CH3:41])=[CH:35][C:36]=2[O:37][CH2:38][CH3:39])=[O:9])[CH2:4][CH2:3]1.[C:44](Cl)(Cl)=[O:45].[NH:48]1[CH2:52][CH2:51][CH2:50][CH2:49]1>>[C:40]([C:34]1[N:33]=[CH:32][C:31]([C:11]2[N:10]([C:8]([N:5]3[CH2:4][CH2:3][CH:2]([NH:1][C:44]([N:48]4[CH2:52][CH2:51][CH2:50][CH2:49]4)=[O:45])[CH2:7][CH2:6]3)=[O:9])[C@@:14]([C:16]3[CH:21]=[CH:20][C:19]([Cl:22])=[CH:18][CH:17]=3)([CH3:15])[C@@:13]([C:24]3[CH:29]=[CH:28][C:27]([Cl:30])=[CH:26][CH:25]=3)([CH3:23])[N:12]=2)=[C:36]([O:37][CH2:38][CH3:39])[CH:35]=1)([CH3:42])([CH3:41])[CH3:43]. Reported procedure: (4-Amino-piperidin-1-yl)-[(4S,5R)-2-(6-tert-butyl-4-ethoxy-pyridin-3-yl)-4,5-bis-(4-chloro-phenyl)-4,5-dimethyl-4,5-dihydro-imidazol-1-yl]-methanone (example 204) was reacted with phosgene (Fluka) and pyrrolidine (Aldrich) to give the title product. LC-MS (ES+) 719 [(M+H)+]. The reactants are ClC1=C(C=CC=C1Cl)S(=O)(=O)NC=1N=C(C(=NC1OC)C(=O)OC)C (5-(2,3-Dichlorobenzenesulphonylamino)-6-methoxy-3-methylpyrazine-2-carboxylic aicd, methyl ester), C(C)[BH-](CC)CC.[Li+] (lithium triethylborohydride), solution, ClCCl.C(C)(=O)OCC.C(C)(=O)O (dichloromethane ethyl acetate acetic acid). Run in O1CCCC1 (tetrahydrofuran), O1CCCC1 (tetrahydrofuran). Reaction conditions: time 1 hour. Yields the product ClC1=C(C=CC=C1Cl)S(=O)(=O)NC1=NC(=C(N=C1OC)CO)C (2,3-Dichloro-N-[5-(hydroxymethyl)-3-methoxy-6-methyl-2-pyrazinyl)benzenesulphonamide). Isolated yield 214.8%. As a reaction SMILES: [Cl:1][C:2]1[C:7]([Cl:8])=[CH:6][CH:5]=[CH:4][C:3]=1[S:9]([NH:12][C:13]1[N:14]=[C:15]([CH3:25])[C:16]([C:21](OC)=[O:22])=[N:17][C:18]=1[O:19][CH3:20])(=[O:11])=[O:10].C([BH-](CC)CC)C.[Li+].ClCCl.C(OCC)(=O)C.C(O)(=O)C>O1CCCC1>[Cl:1][C:2]1[C:7]([Cl:8])=[CH:6][CH:5]=[CH:4][C:3]=1[S:9]([NH:12][C:13]1[C:18]([O:19][CH3:20])=[N:17][C:16]([CH2:21][OH:22])=[C:15]([CH3:25])[N:14]=1)(=[O:10])=[O:11] |f:1.2,3.4.5|. Procedure details: To a stirred solution of 5-(2,3-dichlorobenzenesulphonylamino)-6-methoxy-3-methylpyrazine-2-carboxylic aicd, methyl ester (Example 119) (0.19 g) in tetrahydrofuran (10 mL) under an atmosphere of nitrogen was added a solution of lithium triethylborohydride (1.7 mL of a 1M solution in tetrahydrofuran). The reaction mixture was stirred at room temperature for 1 h, before quenching with aqueous ammonium chloride and extraction into dichloromethane. The organic phase was dried (MgSO4), filtered and e... Reactants: C1COCCN1, O=C(NCCCl)c1ccc(Cl)cc1, N, O. Yields the product O=C(NCCN1CCOCC1)c1ccc(Cl)cc1. RXN SMILES: [CH2:14]1[CH2:15][O:16][CH2:17][CH2:18][NH:19]1.[Cl:1][c:2]1[cH:3][cH:4][c:5]([C:6](=[O:7])[NH:8][CH2:9][CH2:10][Cl:11])[cH:12][cH:13]1.[NH3:20].[OH2:21]>>[Cl:1][c:2]1[cH:3][cH:4][c:5]([C:6](=[O:7])[NH:8][CH2:9][CH2:10][N:19]2[CH2:14][CH2:15][O:16][CH2:17][CH2:18]2)[cH:12][cH:13]1. The reactants are CCO, CC(C)CC(C(=O)OCC1CC1)c1cc(Cl)c(-c2ccc(Cl)cc2)c(OCC2CC2)c1, [K+], [OH-], O. Product: CC(C)CC(C(=O)O)c1cc(Cl)c(-c2ccc(Cl)cc2)c(OCC2CC2)c1. Reaction SMILES: [CH3:34][CH2:35][OH:36].[CH:1]1([CH2:2][O:5][C:6]([CH:7]([CH2:8][CH:9]([CH3:10])[CH3:11])[c:12]2[cH:13][c:14]([Cl:30])[c:15](-[c:23]3[cH:24][cH:25][c:26]([Cl:29])[cH:27][cH:28]3)[c:16]([O:18][CH2:19][CH:20]3[CH2:21][CH2:22]3)[cH:17]2)=[O:31])[CH2:3][CH2:4]1.[K+:33].[OH-:32].[OH2:37]>>[O:5]=[C:6]([CH:7]([CH2:8][CH:9]([CH3:10])[CH3:11])[c:12]1[cH:13][c:14]([Cl:30])[c:15](-[c:23]2[cH:24][cH:25][c:26]([Cl:29])[cH:27][cH:28]2)[c:16]([O:18][CH2:19][CH:20]2[CH2:21][CH2:22]2)[cH:17]1)[OH:31].